This data is from the Open Reaction Database (ORD), a public repository of structured organic reaction records. The task is: describe an organic reaction: reactants, conditions, products, and yield Reactants: FC=1C(=C(C=CC1)O)OC (3-fluoro-2-methoxyphenol), C([O-])([O-])=O.[K+].[K+] (potassium carbonate), C(C=C)Br (allyl bromide). Solvent: CC(=O)C (acetone). Yields the product FC1=C(C(=CC=C1)OCC=C)OC (1-Fluoro-2-methyoxy-3-[(2-propenyl)oxy]benzene). As a reaction SMILES: [F:1][C:2]1[C:3]([O:9][CH3:10])=[C:4]([OH:8])[CH:5]=[CH:6][CH:7]=1.C(=O)([O-])[O-].[K+].[K+].[CH2:17](Br)[CH:18]=[CH2:19]>CC(C)=O>[F:1][C:2]1[CH:7]=[CH:6][CH:5]=[C:4]([O:8][CH2:19][CH:18]=[CH2:17])[C:3]=1[O:9][CH3:10] |f:1.2.3|. Reported procedure: A mixture of 3-fluoro-2-methoxyphenol (19.5 g; 0.137 m) potassium carbonate (85 g), allyl bromide (15 ml) and acetone (100 ml) was refluxed for 4 hours. The reaction was cooled to room temperature and evaporated to dryness. The residue was partitioned between water and dichloromethane. The organic layer was separated, dried and evaporated affording 19.0 g of the desired product as an oil. Starting materials: [OH-].[Na+] (NaOH), BrC=1C=C2CCN(C2=CC1)C1CNCC1 (5-Bromo-1-(pyrrolidin-3-yl)indoline), C=O (HCHO), C(C)(=O)O (acetic acid), [BH3-]C#N.[Na+] (NaCNBH3). Run in CO (methanol). Conditions: time 14 hour. Product: BrC=1C=C2CCN(C2=CC1)C1CN(CC1)C (5-Bromo-1-(1-methylpyrrolidin-3-yl)indoline). Isolated yield 66.5%. RXN SMILES: [Br:1][C:2]1[CH:3]=[C:4]2[C:8](=[CH:9][CH:10]=1)[N:7]([CH:11]1[CH2:15][CH2:14][NH:13][CH2:12]1)[CH2:6][CH2:5]2.C=O.[C:18](O)(=O)C.[BH3-]C#N.[Na+].[OH-].[Na+]>CO>[Br:1][C:2]1[CH:3]=[C:4]2[C:8](=[CH:9][CH:10]=1)[N:7]([CH:11]1[CH2:15][CH2:14][N:13]([CH3:18])[CH2:12]1)[CH2:6][CH2:5]2 |f:3.4,5.6|. Procedure: A solution of compound 2 (1.0 g, 3.743 mmol) in dry methanol (10 mL) was treated with HCHO (0.36 g, 4.491 mmol, 37% in water) followed by acetic acid (0.53 mL, 9.357 mmol) and NaCNBH3 (0.28 g, 4.491 mmol) at room temperature and the resulting mixture was stirred for over night (14 h). The reaction was basified with 2 N NaOH solution (50 mL) and product was extracted into CH2Cl2 (2×25 mL). The combined organic layer was washed with brine (15 mL) and dried (Na2SO4). Solvent was evaporated and crud... Reactants: COC(C1=C(C=CC(=C1)C(C)=O)Cl)=O (5-acetyl-2-chloro-benzoic acid methyl ester), BrBr (bromine). Reagents/catalysts: Br.C(C)(=O)O (Hydrobromic acid acetic acid). The solvent is C(C)(=O)O (acetic acid). Conditions: time 2 hour. Yields the product COC(C1=C(C=CC(=C1)C(CBr)=O)Cl)=O (5-(2-Bromo-acetyl)-2-chloro-benzoic acid methyl ester). The yield is 102.2%. As a reaction SMILES: [CH3:1][O:2][C:3](=[O:14])[C:4]1[CH:9]=[C:8]([C:10](=[O:12])[CH3:11])[CH:7]=[CH:6][C:5]=1[Cl:13].[Br:15]Br>C(O)(=O)C.Br.C(O)(=O)C>[CH3:1][O:2][C:3](=[O:14])[C:4]1[CH:9]=[C:8]([C:10](=[O:12])[CH2:11][Br:15])[CH:7]=[CH:6][C:5]=1[Cl:13] |f:3.4|. Procedure details: To a solution of 5-acetyl-2-chloro-benzoic acid methyl ester (100 mg, 0.47 mmol) in glacial acetic acid (5 mL) was added bromine (0.05 mL, 0.94 mmol). The mixture was stirred at room temperature for 2 h. Hydrobromic acid-acetic acid (2 drops, 30%) was added and the mixture was stirred for 10 minutes. The mixture was concentrated in vacuo to afford the title compound (140 mg). Starting materials: CCOC(=O)CBr, O=C([O-])[O-], COc1ccc2c(C(=O)C(C)C)n[nH]c2c1, CCOC(C)=O, [Cs+], [Cs+], CN(C)C=O. The product is CCOC(=O)Cn1nc(C(=O)C(C)C)c2ccc(OC)cc21. RXN SMILES: [Br:17][CH2:18][C:19](=[O:20])[O:21][CH2:22][CH3:23].[C:35](=[O:36])([O-:37])[O-:38].[CH3:1][O:2][c:3]1[cH:4][cH:5][c:6]2[c:7]([C:12]([CH:13]([CH3:14])[CH3:15])=[O:16])[n:8][nH:9][c:10]2[cH:11]1.[CH3:24][CH2:25][O:26][C:27]([CH3:28])=[O:29].[Cs+:39].[Cs+:40].[O:30]=[CH:31][N:32]([CH3:33])[CH3:34]>>[CH3:1][O:2][c:3]1[cH:4][cH:5][c:6]2[c:7]([C:12]([CH:13]([CH3:14])[CH3:15])=[O:16])[n:8][n:9]([CH2:18][C:19](=[O:20])[O:21][CH2:22][CH3:23])[c:10]2[cH:11]1. Starting materials: FC(C=1C=C(C=CC1)O)(F)F (meta-trifluoromethylphenol), [H-].[Na+] (sodium hydride), ClC1=NC(=CC(=C1)SC)OCC1=CSC=C1 (2-chloro-4-methylmercapto-6-(3-thienylmethyloxy)pyridine), resultant solution. The reagents and catalysts are [Cu]I (CuI). Solvent: CN(C=O)C (dimethylformamide). Yields the product CSC1=CC(=NC(=C1)OC1=CC(=CC=C1)C(F)(F)F)OCC1=CSC=C1 (4-methylmercapto-2-(3-thienylmethyloxy)-6-(meta-trifluoromethylphenoxy)pyridine). Reaction SMILES: [F:1][C:2]([F:11])([F:10])[C:3]1[CH:4]=[C:5]([OH:9])[CH:6]=[CH:7][CH:8]=1.[H-].[Na+].Cl[C:15]1[CH:20]=[C:19]([S:21][CH3:22])[CH:18]=[C:17]([O:23][CH2:24][C:25]2[CH:29]=[CH:28][S:27][CH:26]=2)[N:16]=1>CN(C)C=O.[Cu]I>[CH3:22][S:21][C:19]1[CH:20]=[C:15]([O:9][C:5]2[CH:6]=[CH:7][CH:8]=[C:3]([C:2]([F:10])([F:11])[F:1])[CH:4]=2)[N:16]=[C:17]([O:23][CH2:24][C:25]2[CH:29]=[CH:28][S:27][CH:26]=2)[CH:18]=1 |f:1.2|. Reported procedure: To a solution containing meta-trifluoromethylphenol (1.60 g, 0.0024×4.1 mol), sodium hydride (0.29 g, (ca.60% in mineral oil), 0.0024×3.0 mol) and CuI (0.22 g, 0.0024×0.5 mol) in dimethylformamide, 2-chloro-4-methylmercapto-6-(3-thienylmethyloxy)pyridine (0.64 g, 0. 0024 mol) was added and the resultant solution was refluxed for about 6 hours. Reactants: CC(O)=S, CS(=O)(=O)Cl, CCN(C(C)C)C(C)C, C1CCOC1, O, O=C(CCCCO)c1cccnc1. The product is CC(=O)SCCCCC(=O)c1cccnc1. RXN SMILES: [C:28]([CH3:29])(=[S:30])[OH:31].[CH3:14][S:15](=[O:16])(=[O:17])[Cl:18].[CH:19]([N:20]([CH2:21][CH3:22])[CH:23]([CH3:24])[CH3:25])([CH3:26])[CH3:27].[O:32]1[CH2:33][CH2:34][CH2:35][CH2:36]1.[OH2:37].[n:1]1[cH:2][c:3]([C:7](=[O:8])[CH2:9][CH2:10][CH2:11][CH2:12][OH:13])[cH:4][cH:5][cH:6]1>>[n:1]1[cH:2][c:3]([C:7](=[O:8])[CH2:9][CH2:10][CH2:11][CH2:12][S:30][C:28]([CH3:29])=[O:31])[cH:4][cH:5][cH:6]1.